The task is: describe an organic reaction: reactants, conditions, products, and yield. This data is from the Open Reaction Database (ORD), a public repository of structured organic reaction records. The reactants are O=C([O-])[O-], Cc1ccc(S(=O)(=O)OCCCS(C)(=O)=O)cc1, CN(C)C=O, [K+], [K+], O, Cc1c(C)c(-c2cccc(CO)c2)c(C)c(C)c1O. The product is Cc1c(C)c(-c2cccc(CO)c2)c(C)c(C)c1OCCCS(C)(=O)=O. Reaction SMILES: [C:38](=[O:39])([O-:40])[O-:41].[CH3:20][c:21]1[cH:22][cH:23][c:24]([S:25]([O:26][CH2:31][CH2:32][CH2:33][S:34](=[O:35])(=[O:36])[CH3:37])(=[O:27])=[O:28])[cH:29][cH:30]1.[CH3:45][N:46]([CH3:47])[CH:48]=[O:49].[K+:42].[K+:43].[OH2:44].[OH:1][CH2:2][c:3]1[cH:4][c:5](-[c:9]2[c:10]([CH3:19])[c:11]([CH3:18])[c:12]([OH:17])[c:13]([CH3:16])[c:14]2[CH3:15])[cH:6][cH:7][cH:8]1>>[OH:1][CH2:2][c:3]1[cH:4][c:5](-[c:9]2[c:10]([CH3:19])[c:11]([CH3:18])[c:12]([O:17][CH2:31][CH2:32][CH2:33][S:34](=[O:35])(=[O:36])[CH3:37])[c:13]([CH3:16])[c:14]2[CH3:15])[cH:6][cH:7][cH:8]1. Reactants: [BH4-], CO, CCOC(=O)N1CCC(=Nc2ccc(Cl)cc2)CC1, [Na+]. The product is CCOC(=O)N1CCC(Nc2ccc(Cl)cc2)CC1. As a reaction SMILES: [BH4-:20].[CH3:22][OH:23].[Cl:1][c:2]1[cH:3][cH:4][c:5]([N:8]=[C:9]2[CH2:10][CH2:11][N:12]([C:15](=[O:16])[O:17][CH2:18][CH3:19])[CH2:13][CH2:14]2)[cH:6][cH:7]1.[Na+:21]>>[Cl:1][c:2]1[cH:3][cH:4][c:5]([NH:8][CH:9]2[CH2:10][CH2:11][N:12]([C:15](=[O:16])[O:17][CH2:18][CH3:19])[CH2:13][CH2:14]2)[cH:6][cH:7]1. Starting materials: C1CCOC1, COC(=O)C(Cc1c[nH]c2ccccc12)NCOC(C)[Si](C)(C)C, CCN(C(C)C)C(C)C, O=C(Cl)OC1C2CC3CC(C2)CC1C3, O. Yields the product COC(=O)C(Cc1c[nH]c2ccccc12)N(COC(C)[Si](C)(C)C)C(=O)OC1C2CC3CC(C2)CC1C3. RXN SMILES: [CH2:48]1[O:49][CH2:50][CH2:51][CH2:52]1.[CH3:1][O:2][C:3]([CH:4]([NH:5][CH2:6][O:7][CH:8]([CH3:9])[Si:10]([CH3:11])([CH3:12])[CH3:13])[CH2:14][c:15]1[cH:16][nH:17][c:18]2[cH:19][cH:20][cH:21][cH:22][c:23]12)=[O:24].[CH:25]([N:26]([CH:27]([CH3:28])[CH3:29])[CH2:30][CH3:31])([CH3:32])[CH3:33].[CH:34]12[CH:35]([O:44][C:45](=[O:46])[Cl:47])[CH:36]3[CH2:37][CH:38]([CH2:39][CH:40]([CH2:41]1)[CH2:42]3)[CH2:43]2.[OH2:53]>>[CH3:1][O:2][C:3]([CH:4]([N:5]([CH2:6][O:7][CH:8]([CH3:9])[Si:10]([CH3:11])([CH3:12])[CH3:13])[C:45]([O:44][CH:35]1[CH:34]2[CH2:41][CH:40]3[CH2:39][CH:38]([CH2:37][CH:36]1[CH2:42]3)[CH2:43]2)=[O:46])[CH2:14][c:15]1[cH:16][nH:17][c:18]2[cH:19][cH:20][cH:21][cH:22][c:23]12)=[O:24]. Reactants: C(C)(C)(C)OC(=O)NCCCCOC1=C(C=CC(=C1)C)NS(=O)(=O)C1=CC=CC=C1 (N- [2- [4-(tert-butoxycarbonylamino)butyloxy]-4-methylphenyl]benzenesulfonamide), C([O-])([O-])=O.[K+].[K+] (potassium carbonate), IC (iodomethane). The solvent is CN(C)C=O (DMF). Run at time 18 hour. Product: CN(S(=O)(=O)C1=CC=CC=C1)C1=C(C=C(C=C1)C)OCCCCNC(=O)OC(C)(C)C (N-methyl-N-[2-[4-(tert-butoxycarbonylamino)butyloxy]-4-methylphenyl]benzenesulfonamide). The yield is 99.1%. As a reaction SMILES: [C:1]([O:5][C:6]([NH:8][CH2:9][CH2:10][CH2:11][CH2:12][O:13][C:14]1[CH:19]=[C:18]([CH3:20])[CH:17]=[CH:16][C:15]=1[NH:21][S:22]([C:25]1[CH:30]=[CH:29][CH:28]=[CH:27][CH:26]=1)(=[O:24])=[O:23])=[O:7])([CH3:4])([CH3:3])[CH3:2].[C:31](=O)([O-])[O-].[K+].[K+].IC>CN(C=O)C>[CH3:31][N:21]([C:15]1[CH:16]=[CH:17][C:18]([CH3:20])=[CH:19][C:14]=1[O:13][CH2:12][CH2:11][CH2:10][CH2:9][NH:8][C:6]([O:5][C:1]([CH3:4])([CH3:2])[CH3:3])=[O:7])[S:22]([C:25]1[CH:30]=[CH:29][CH:28]=[CH:27][CH:26]=1)(=[O:23])=[O:24] |f:1.2.3|. Procedure details: To a solution of 176 mg (0.405 mmol) of N- [2- [4-(tert-butoxycarbonylamino)butyloxy]-4-methylphenyl]benzenesulfonamide in 1.5 mL of anhydrous DMF was added 78.4 mg (0.567 mmol) of powdered anhydrous potassium carbonate and 28 mL (0.446 mmol) of iodomethane. After stirring for 18 h, the mixture was partitioned between 20 mL of ethyl acetate and 20 mL of water. The organic layer was washed with water (2×15 mL), brine (15 mL), dried (Na2SO4) and concentrated to give 180 mg (99%) of the title compo...